Dataset: the Open Reaction Database (ORD), a public repository of structured organic reaction records. Task: describe an organic reaction: reactants, conditions, products, and yield Reactants: C(C)(C)(C)NS(=O)(=O)C1=CC(=CC=C1)C1=CC=C2C=NC(=NN21)O (N-tert-butyl-3-(2-hydroxy-pyrrolo[2,1-f][1,2,4]triazin-7-yl)-benzenesulfonamide), NC1=CC=C(C=C1)C1CCN(CC1)CC(=O)N (2-[4-(4-amino-phenyl)-piperidin-1-yl]-acetamide). Yields the product C(C)(C)(C)NS(=O)(=O)C=1C=C(C=CC1)C1=CC=C2C=NC(=NN21)NC2=CC=C(C=C2)C2CCN(CC2)CC(=O)N (2-(4-{4-[7-(3-tert-Butylsulfamoyl-phenyl)-pyrrolo[2,1-f][1,2,4]triazin-2-ylamino]-phenyl}-piperidin-1-yl)-acetamide), foam. Yield: 70.0%. RXN SMILES: [C:1]([NH:5][S:6]([C:9]1[CH:14]=[CH:13][CH:12]=[C:11]([C:15]2[N:23]3[C:18]([CH:19]=[N:20][C:21](O)=[N:22]3)=[CH:17][CH:16]=2)[CH:10]=1)(=[O:8])=[O:7])([CH3:4])([CH3:3])[CH3:2].[NH2:25][C:26]1[CH:31]=[CH:30][C:29]([CH:32]2[CH2:37][CH2:36][N:35]([CH2:38][C:39]([NH2:41])=[O:40])[CH2:34][CH2:33]2)=[CH:28][CH:27]=1>>[C:1]([NH:5][S:6]([C:9]1[CH:10]=[C:11]([C:15]2[N:23]3[C:18]([CH:19]=[N:20][C:21]([NH:25][C:26]4[CH:31]=[CH:30][C:29]([CH:32]5[CH2:33][CH2:34][N:35]([CH2:38][C:39]([NH2:41])=[O:40])[CH2:36][CH2:37]5)=[CH:28][CH:27]=4)=[N:22]3)=[CH:17][CH:16]=2)[CH:12]=[CH:13][CH:14]=1)(=[O:7])=[O:8])([CH3:4])([CH3:3])[CH3:2]. Procedure: 2-(4-{4-[7-(3-tert-Butylsulfamoyl-phenyl)-pyrrolo[2,1-f][1,2,4]triazin-2-ylamino]-phenyl}-piperidin-1-yl)-acetamide was prepared from N-tert-butyl-3-(2-hydroxy-pyrrolo[2,1-f][1,2,4]triazin-7-yl)-benzenesulfonamide and 2-[4-(4-amino-phenyl)-piperidin-1-yl]-acetamide in an analogous manner to Example 1052a. Product isolated as a red foam (68 mg, 70%). LCMS (m/e) 562 (M+H); 1H-NMR (CDCl3, 400 MHz) δ 8.85 (s, 1H), 8.73 (s, 1H), 8.24 (d, 1H, J=8.0 Hz), 7.87 (d, 1H, J=7.9 Hz), 7.62-7.54 (m, 3H), 7.29 ... Reactants: CC(C)O, Cl, O=C(O)Nc1cc(N2CCOCC2)cc(C(F)(F)F)c1. Product: Nc1cc(N2CCOCC2)cc(C(F)(F)F)c1. RXN SMILES: [CH:22]([OH:23])([CH3:24])[CH3:25].[ClH:21].[O:1]1[CH2:2][CH2:3][N:4]([c:7]2[cH:8][c:9]([NH:17][C:18](=[O:19])[OH:20])[cH:10][c:11]([C:13]([F:14])([F:15])[F:16])[cH:12]2)[CH2:5][CH2:6]1>>[O:1]1[CH2:2][CH2:3][N:4]([c:7]2[cH:8][c:9]([NH2:17])[cH:10][c:11]([C:13]([F:14])([F:15])[F:16])[cH:12]2)[CH2:5][CH2:6]1. Reactants: CCOC(=O)c1c(CN(CC)CC)nc2sc3c(c2c1-c1ccc(OC)c(OC)c1)CCNC3, CN=C=O, C1CCOC1. Yields the product CCOC(=O)c1c(CN(CC)CC)nc2sc3c(c2c1-c1ccc(OC)c(OC)c1)CCN(C(=O)NC)C3. Reaction SMILES: [CH2:1]([CH3:2])[N:3]([CH2:4][CH3:5])[CH2:6][c:7]1[c:8]([C:30](=[O:31])[O:32][CH2:33][CH3:34])[c:9](-[c:20]2[cH:21][c:22]([O:28][CH3:29])[c:23]([O:26][CH3:27])[cH:24][cH:25]2)[c:10]2[c:11]([n:12]1)[s:13][c:14]1[c:19]2[CH2:18][CH2:17][NH:16][CH2:15]1.[CH3:35][N:36]=[C:37]=[O:38].[O:39]1[CH2:40][CH2:41][CH2:42][CH2:43]1>>[CH2:1]([CH3:2])[N:3]([CH2:4][CH3:5])[CH2:6][c:7]1[c:8]([C:30](=[O:31])[O:32][CH2:33][CH3:34])[c:9](-[c:20]2[cH:21][c:22]([O:28][CH3:29])[c:23]([O:26][CH3:27])[cH:24][cH:25]2)[c:10]2[c:11]([n:12]1)[s:13][c:14]1[c:19]2[CH2:18][CH2:17][N:16]([C:37]([NH:36][CH3:35])=[O:38])[CH2:15]1. Starting materials: COC=1C=C(C(/C=C/C2=NC=3N(C(N(C(C3N2C)=O)CCC)=O)CCC)=CC1OC)S(=O)(=O)O ((E)-4,5-Dimethoxy-β-(7-methyl-1,3-dipropylxanthin-8-yl)styrene-2-sulfonic acid), NC1=CC=CC=C1 (aniline). Product: C1(=CC=CC=C1)NS(=O)(=O)C=1C(/C=C/C2=NC=3N(C(N(C(C3N2C)=O)CCC)=O)CCC)=CC(=C(C1)OC)OC ((E)-N-Phenyl-4,5-dimethoxy-β-(7-methyl-1,3-dipropylxanthin-8-yl)styrene-2-sulfonamide). Yield: 23.5%. Reaction SMILES: [CH3:1][O:2][C:3]1[CH:4]=[C:5]([S:31](O)(=[O:33])=[O:32])[C:6](=[CH:27][C:28]=1[O:29][CH3:30])/[CH:7]=[CH:8]/[C:9]1[N:17]([CH3:18])[C:16]2[C:15](=[O:19])[N:14]([CH2:20][CH2:21][CH3:22])[C:13](=[O:23])[N:12]([CH2:24][CH2:25][CH3:26])[C:11]=2[N:10]=1.[NH2:35][C:36]1[CH:41]=[CH:40][CH:39]=[CH:38][CH:37]=1>>[C:36]1([NH:35][S:31]([C:5]2[C:6](=[CH:27][C:28]([O:29][CH3:30])=[C:3]([O:2][CH3:1])[CH:4]=2)/[CH:7]=[CH:8]/[C:9]2[N:17]([CH3:18])[C:16]3[C:15](=[O:19])[N:14]([CH2:20][CH2:21][CH3:22])[C:13](=[O:23])[N:12]([CH2:24][CH2:25][CH3:26])[C:11]=3[N:10]=2)(=[O:32])=[O:33])[CH:41]=[CH:40][CH:39]=[CH:38][CH:37]=1. Procedure details: Substantially the same procedure as in Example 2 was repeated using 1.00 g (1.96 mmol) of Compound 1 obtained in Example 1 and 1.85 ml (20.3 mmol) of aniline. The resulting crude crystals were recrystallized from toluene to give 261 mg (yield 23%) of Compound 10 as a pale yellow powder. Reactants: CS(C)=O, CCOC(C)=O, CCN(C(C)C)C(C)C, N#Cc1ccc(Cl)nc1, Cl, CN(C(=O)N(C)C1CCNCC1c1ccc(F)cc1)c1cc(C(F)(F)F)cc(C(F)(F)F)c1. The product is CN(C(=O)N(C)C1CCN(c2ccc(C#N)cn2)CC1c1ccc(F)cc1)c1cc(C(F)(F)F)cc(C(F)(F)F)c1. RXN SMILES: [CH3:53][S:54]([CH3:55])=[O:56].[CH3:57][CH2:58][O:59][C:60](=[O:61])[CH3:62].[CH:44]([N:45]([CH2:46][CH3:47])[CH:48]([CH3:49])[CH3:50])([CH3:51])[CH3:52].[Cl:35][c:36]1[cH:37][cH:38][c:39]([C:42]#[N:43])[cH:40][n:41]1.[ClH:1].[F:2][C:3]([c:4]1[cH:5][c:6]([N:14]([C:15](=[O:16])[N:17]([CH3:18])[CH:19]2[CH:20]([c:25]3[cH:26][cH:27][c:28]([F:31])[cH:29][cH:30]3)[CH2:21][NH:22][CH2:23][CH2:24]2)[CH3:32])[cH:7][c:8]([C:10]([F:11])([F:12])[F:13])[cH:9]1)([F:33])[F:34]>>[F:2][C:3]([c:4]1[cH:5][c:6]([N:14]([C:15](=[O:16])[N:17]([CH3:18])[CH:19]2[CH:20]([c:25]3[cH:26][cH:27][c:28]([F:31])[cH:29][cH:30]3)[CH2:21][N:22]([c:36]3[cH:37][cH:38][c:39]([C:42]#[N:43])[cH:40][n:41]3)[CH2:23][CH2:24]2)[CH3:32])[cH:7][c:8]([C:10]([F:11])([F:12])[F:13])[cH:9]1)([F:33])[F:34]. The reactants are C[Mg+], CI, O=Cc1cccc2ccccc12, Cl, [I-], [Mg]. Yields the product CC(O)c1cccc2ccccc12. Reaction SMILES: [CH3:2][Mg+:3].[CH3:5][I:6].[CH:7](=[O:8])[c:9]1[cH:10][cH:11][cH:12][c:13]2[cH:14][cH:15][cH:16][cH:17][c:18]12.[ClH:19].[I-:1].[Mg:4]>>[CH3:2][CH:7]([OH:8])[c:9]1[cH:10][cH:11][cH:12][c:13]2[cH:14][cH:15][cH:16][cH:17][c:18]12. The reactants are [N+](=[N-])=CC(=O)OCC (ethyl diazoacetate), C(C1CCCO1)O (tetrahydrofurfuryl alcohol). Reagents/catalysts: CC(=O)O.CC(=O)O.CC(=O)O.CC(=O)O.[Rh].[Rh] (rhodium (II) acetate dimer). The solvent is CCCCCCC (heptane), ClCCl (dichloromethane). Reaction conditions: time 30 minute. Product: C(C)OC(COCC1OCCC1)=O ((Tetrahydrofuran-2-ylmethoxy)acetic ethyl ester). Isolated yield 60.2%. As a reaction SMILES: [CH2:1]([OH:7])[CH:2]1[O:6][CH2:5][CH2:4][CH2:3]1.[N+](=[CH:10][C:11]([O:13][CH2:14][CH3:15])=[O:12])=[N-]>ClCCl.CCCCCCC.CC(O)=O.CC(O)=O.CC(O)=O.CC(O)=O.[Rh].[Rh]>[CH2:14]([O:13][C:11](=[O:12])[CH2:10][O:7][CH2:1][CH:2]1[CH2:3][CH2:4][CH2:5][O:6]1)[CH3:15] |f:4.5.6.7.8.9|. Procedure: To a solution of tetrahydrofurfuryl alcohol (1.02 g, 10.0 mmol) in dichloromethane (20 mL) is added rhodium (II) acetate dimer (10 mg) followed by ethyl diazoacetate (0.95 mL, 9.0 mmol). The reaction mixture is stirred at rt for 30 min. The reaction mixture is diluted with heptane, filtered through Celite, and the filtrate is evaporated and the residue is vacuum distilled at 130° C. to give 1.02 g of the product 477. 1H NMR (CDCl3) δ 4.11 (q, 2H), 4.10 (s, 2H), 3.93 (m, 1H), 3.72 (m, 1H), 3.61 (... Reactants: C=1(C(=CC=CC1)C(=O)Cl)C (o-Toluoyl chloride), N[C@H]([C@@H](CN(S(=O)(=O)C1=CC=C(C=C1)OC)OC1CCCC1)O)CC1=CC=CC=C1 (N1-[(2R,3S)-3-amino-2-hydroxy-4-phenylbutyl]-N1-(cyclopentyloxy)-4-methoxy-1-benzenesulfonamide), FC(C(=O)O)(F)F (trifluoracetic acid), C(C)(C)N(C(C)C)CC (N,N-diisopropylethylamine). Solvent: ClCCl (dichloromethane). Conditions: time 18 hour. Product: C(C1=CC=CC=C1)[C@@H]([C@H](C(OC1CCCC1)NS(=O)(=O)C1=CC=C(C=C1)OC)O)NC(C1=C(C=CC=C1)C)=O (N1-((1S,2R)-1-benzyl-3-(cyclopentyloxy)[(4-methoxyphenyl)sulfonyl]amino-2-hydroxypropyl)-2-methylbenzamide). Yield: 89.0%. As a reaction SMILES: [C:1]1([CH3:10])[C:2]([C:7](Cl)=[O:8])=[CH:3][CH:4]=[CH:5][CH:6]=1.[NH2:11][C@@H:12]([CH2:34][C:35]1[CH:40]=[CH:39][CH:38]=[CH:37][CH:36]=1)[C@H:13]([OH:33])[CH2:14][N:15](OC1CCCC1)[S:16]([C:19]1[CH:24]=[CH:23][C:22]([O:25][CH3:26])=[CH:21][CH:20]=1)(=[O:18])=[O:17].F[C:42](F)(F)[C:43]([OH:45])=O.[CH:48](N(CC)C(C)C)([CH3:50])[CH3:49]>ClCCl>[CH2:34]([C@H:12]([NH:11][C:7](=[O:8])[C:2]1[CH:3]=[CH:4][CH:5]=[CH:6][C:1]=1[CH3:10])[C@@H:13]([OH:33])[CH:14]([NH:15][S:16]([C:19]1[CH:24]=[CH:23][C:22]([O:25][CH3:26])=[CH:21][CH:20]=1)(=[O:17])=[O:18])[O:45][CH:43]1[CH2:42][CH2:50][CH2:48][CH2:49]1)[C:35]1[CH:36]=[CH:37][CH:38]=[CH:39][CH:40]=1. Procedure: o-Toluoyl chloride (7.8 μL, 0.0602 mmol) was added to a solution of N1-[(2R,3S)-3-amino-2-hydroxy-4-phenylbutyl]-N1-(cyclopentyloxy)-4-methoxy-1-benzenesulfonamide×trifluoracetic acid (Step 1, Example 48), (30 mg, 0.055 mmol) and N,N-diisopropylethylamine (23.8 μL, 0.137 mmol) in approximately 1.5 mL of dichloromethane under Argon. After stirring for 18 hours at ambient temperature, the reaction solvent was removed in vacuo and the residue was purified on a preparative TLC plate (20×20 cm, 500 μ... Reactants: COC[C@@H]1NCCC1 (O-methyl-D-prolinol), NC[C@H]1N(CCC1)CC ((S)-(−)-2-aminomethyl-1-ethylpyrrolidine), C(C)=O (acetaldehyde). The product is COC[C@@H]1N(CCC1)CCNC (2-[(2R)-2-(methoxymethyl)pyrrolidin-1-yl]-N-methylethanamine). Reaction SMILES: [CH3:1][O:2][CH2:3][C@H:4]1[CH2:8][CH2:7][CH2:6][NH:5]1.N[CH2:10][C@@H:11]1CC[CH2:13][N:12]1CC.C(=O)C>>[CH3:1][O:2][CH2:3][C@H:4]1[CH2:8][CH2:7][CH2:6][N:5]1[CH2:10][CH2:11][NH:12][CH3:13]. Procedure: By using O-methyl-D-prolinol (500 mg) as a starting material, the title compound (0.45 g) was obtained in the same manners as those of Reference Example 1, (1) and Reference Example 39, (2).